From a dataset of the Open Reaction Database (ORD), a public repository of structured organic reaction records. describe an organic reaction: reactants, conditions, products, and yield Reactants: C(C)(C)(C)C1=CC(=C(C=N1)C=1N([C@]([C@](N1)(C)C1=CC=C(C=C1)Cl)(C)C1=CC=C(C=C1)Cl)C(=O)N1CCC(CC1)CC(=O)O)OCC ({1-[(4S,5R)-2-(6-tert-butyl-4-ethoxy-pyridin-3-yl)-4,5-bis-(4-chloro-phenyl)-4,5-dimethyl-4,5-dihydro-imidazole-1-carbonyl]-piperidin-4-yl}-acetic acid), CNC=1C=C(C=CC1)C (N-methyl-N-m-tolylamine). Yields the product C(C)(C)(C)C1=CC(=C(C=N1)C=1N([C@]([C@](N1)(C)C1=CC=C(C=C1)Cl)(C)C1=CC=C(C=C1)Cl)C(=O)N1CCC(CC1)CC(=O)N(C=1C=C(C=CC1)C)C)OCC (2-{1-[(4S,5R)-2-(6-tert-Butyl-4-ethoxy-pyridin-3-yl)-4,5-bis-(4-chloro-phenyl)-4,5-dimethyl-4,5-dihydro-imidazole-1-carbonyl]-piperidin-4-yl}-N-methyl-N-m-tolyl-acetamide). RXN SMILES: [C:1]([C:5]1[N:10]=[CH:9][C:8]([C:11]2[N:12]([C:32]([N:34]3[CH2:39][CH2:38][CH:37]([CH2:40][C:41](O)=[O:42])[CH2:36][CH2:35]3)=[O:33])[C@@:13]([C:25]3[CH:30]=[CH:29][C:28]([Cl:31])=[CH:27][CH:26]=3)([CH3:24])[C@@:14]([C:17]3[CH:22]=[CH:21][C:20]([Cl:23])=[CH:19][CH:18]=3)([CH3:16])[N:15]=2)=[C:7]([O:44][CH2:45][CH3:46])[CH:6]=1)([CH3:4])([CH3:3])[CH3:2].[CH3:47][NH:48][C:49]1[CH:50]=[C:51]([CH3:55])[CH:52]=[CH:53][CH:54]=1>>[C:1]([C:5]1[N:10]=[CH:9][C:8]([C:11]2[N:12]([C:32]([N:34]3[CH2:39][CH2:38][CH:37]([CH2:40][C:41]([N:48]([CH3:47])[C:49]4[CH:50]=[C:51]([CH3:55])[CH:52]=[CH:53][CH:54]=4)=[O:42])[CH2:36][CH2:35]3)=[O:33])[C@@:13]([C:25]3[CH:30]=[CH:29][C:28]([Cl:31])=[CH:27][CH:26]=3)([CH3:24])[C@@:14]([C:17]3[CH:22]=[CH:21][C:20]([Cl:23])=[CH:19][CH:18]=3)([CH3:16])[N:15]=2)=[C:7]([O:44][CH2:45][CH3:46])[CH:6]=1)([CH3:4])([CH3:2])[CH3:3]. Procedure: In a manner analogous to the method described in example 163, {1-[(4S,5R)-2-(6-tert-butyl-4-ethoxy-pyridin-3-yl)-4,5-bis-(4-chloro-phenyl)-4,5-dimethyl-4,5-dihydro-imidazole-1-carbonyl]-piperidin-4-yl}-acetic acid was coupled with N-methyl-N-m-tolylamine (Aldrich) to give the title compound. HR-MS (ES, m/z) calculated for C44H52Cl2N5O3 [(M+H)+] 768.3442, observed 768.3440. Reactants: C(C)(=O)O.C1(=C(C=CC=C1)CC(=N)N)C1=CC=CC=C1 (2-biphenyl-2-yl-acetamidine acetic acid salt), COC(/C(=C(/C(=O)OC(C)(C)C)\O)/OCC1=CC=CC=C1)=O ((E)-2-benzyloxy-3-hydroxy-but-2-enedioic acid 4-tert-butyl ester 1-methyl ester), C[O-].[Na+] (sodium methoxide). Solvent: CO (methanol). Run at time 16 hour. Yields the product C(C)(C)(C)OC(=O)C1=NC(=NC(=C1OCC1=CC=CC=C1)O)CC1=C(C=CC=C1)C1=CC=CC=C1 (5-benzyloxy-2-biphenyl-2-ylmethyl-6-hydroxypyrimidine-4-carboxylic acid tert-butyl ester). The yield is 58.0%. Reaction SMILES: C(O)(=O)C.[C:5]1([C:15]2[CH:20]=[CH:19][CH:18]=[CH:17][CH:16]=2)[CH:10]=[CH:9][CH:8]=[CH:7][C:6]=1[CH2:11][C:12]([NH2:14])=[NH:13].C[O:22][C:23](=O)/[C:24](/[O:34][CH2:35][C:36]1[CH:41]=[CH:40][CH:39]=[CH:38][CH:37]=1)=[C:25](\O)/[C:26]([O:28][C:29]([CH3:32])([CH3:31])[CH3:30])=[O:27].C[O-].[Na+]>CO>[C:29]([O:28][C:26]([C:25]1[C:24]([O:34][CH2:35][C:36]2[CH:41]=[CH:40][CH:39]=[CH:38][CH:37]=2)=[C:23]([OH:22])[N:14]=[C:12]([CH2:11][C:6]2[CH:7]=[CH:8][CH:9]=[CH:10][C:5]=2[C:15]2[CH:16]=[CH:17][CH:18]=[CH:19][CH:20]=2)[N:13]=1)=[O:27])([CH3:32])([CH3:30])[CH3:31] |f:0.1,3.4|. Reported procedure: To a stirred solution of 2-biphenyl-2-yl-acetamidine acetate salt (5-01) (2.5 g, 9.2 mmol) and (E)-2-benzyloxy-3-hydroxy-but-2-enedioic acid 4-tert-butyl ester 1-methyl ester (4) (4.2 g, 13.88 mmol) in methanol (60 mL) was added sodium methoxide (1.5 g, 27.77 mmol) at 0° C., then the reaction mixture was allowed to warm to room temperature and was stirred for 16 h. After completion of the reaction, it was quenched with 1N HCl, evaporated and w ater was added. The mixture was extracted with ethyl...